Dataset: the Open Reaction Database (ORD), a public repository of structured organic reaction records. Task: describe an organic reaction: reactants, conditions, products, and yield Starting materials: CN(C)C=O, CCOC(=O)CCl, O=[N+]([O-])c1ccc(C=NO)s1. Yields the product CCOC(=O)Cc1cc(C=NO)sc1[N+](=O)[O-]. Reaction SMILES: [CH3:19][N:20]([CH3:21])[CH:22]=[O:23].[Cl:12][CH2:13][C:14](=[O:15])[O:16][CH2:17][CH3:18].[N+:1](=[O:2])([O-:3])[c:4]1[cH:5][cH:6][c:7]([CH:9]=[N:10][OH:11])[s:8]1>>[N+:1](=[O:2])([O-:3])[c:4]1[c:5]([CH2:13][C:14](=[O:15])[O:16][CH2:17][CH3:18])[cH:6][c:7]([CH:9]=[N:10][OH:11])[s:8]1. Reactants: FC1=C(CN2C(NN=C2)=O)C=CC=C1 (4-(2-fluorobenzyl)-2,4-dihydro-3H-1,2,4-triazol-3-one), [OH-].[Na+] (sodium hydroxide), BrBr (Bromine). Solvent: O (water). Reaction conditions: time 8 hour. The product is BrC=1N(C(NN1)=O)CC1=C(C=CC=C1)F (5-bromo-4-(2-fluorobenzyl)-2,4-dihydro-3H-1,2,4-triazol-3-one). Yield: 90.3%. As a reaction SMILES: [F:1][C:2]1[CH:14]=[CH:13][CH:12]=[CH:11][C:3]=1[CH2:4][N:5]1[CH:9]=[N:8][NH:7][C:6]1=[O:10].[OH-].[Na+].[Br:17]Br>O>[Br:17][C:9]1[N:5]([CH2:4][C:3]2[CH:11]=[CH:12][CH:13]=[CH:14][C:2]=2[F:1])[C:6](=[O:10])[NH:7][N:8]=1 |f:1.2|. Procedure: The product from Step b (3.35 g, 17.3 mmol) is placed in 37 ml water together with sodium hydroxide (970 mg, 24.2 mmol). Bromine (893 μl, 17.3 mmol) is added dropwise with stirring at RT. During the addition, a light brown solid precipitates. Stirring is continued overnight at RT. The precipitated solid is filtered off at the pump, washed with a little water and then dried under high vacuum. 4.25 g of the target product of adequate purity (ca. 83% by LC/MS) are obtained. Starting materials: C(C)(C)(C)OC(=O)N1CC2N(C(C3=C(C=C(C=C23)C(=C)C)OC(F)(F)F)=O)CC1 (N-(t-butoxycarbonyl)-(±)-1,3,4,10b-tetrahydro-9-isopropenyl-7-trifluoromethoxy-pyrazino[2,1-a]isoindol-6(2H)-one), [H][H] (hydrogen). Reagents/catalysts: [Pd] (palladium on carbon). Solvent: CO (MeOH). Run at time 2 hour. The product is C(C)(C)(C)OC(=O)N1CC2N(C(C3=C(C=C(C=C23)C(C)C)OC(F)(F)F)=O)CC1 (N-(t-butoxycarbonyl)-(±)-1,3,4,10b-tetrahydro-9-isopropyl-7-trifluoromethoxy-pyrazino[2,1-a]isoindol-6(2H)-one). Isolated yield 101.0%. As a reaction SMILES: [C:1]([O:5][C:6]([N:8]1[CH2:29][CH2:28][N:11]2[C:12](=[O:27])[C:13]3[C:18]([CH:10]2[CH2:9]1)=[CH:17][C:16]([C:19]([CH3:21])=[CH2:20])=[CH:15][C:14]=3[O:22][C:23]([F:26])([F:25])[F:24])=[O:7])([CH3:4])([CH3:3])[CH3:2].[H][H]>[Pd].CO>[C:1]([O:5][C:6]([N:8]1[CH2:29][CH2:28][N:11]2[C:12](=[O:27])[C:13]3[C:18]([CH:10]2[CH2:9]1)=[CH:17][C:16]([CH:19]([CH3:21])[CH3:20])=[CH:15][C:14]=3[O:22][C:23]([F:25])([F:26])[F:24])=[O:7])([CH3:3])([CH3:4])[CH3:2]. Reported procedure: To a stirring degassed solution of N-(t-butoxycarbonyl)-(±)-1,3,4,10b-tetrahydro-9-isopropenyl-7-trifluoromethoxy-pyrazino[2,1-a]isoindol-6(2H)-one (67 mg, 0.16 mmol) and 10% palladium on carbon (5 mg) in MeOH (3 mL) was added hydrogen (1 atm). The reaction was stirred for 2 h and then filtered. The filtrate was conc in vacuo to a colorless oil. The oil was purified by flash chromatography (SiO2, 0-50% EtOAc in hexanes) to yield 67 mg of the desired product as a colorless oil. MS (ESI) 415 (M+H)... The reactants are Cl, O=N[O-], CC(=O)N(C)c1cc(N)cc(Br)c1, [Na+], [Na], O, Sc1ccccc1. The product is CC(=O)N(C)c1cc(Br)cc(Sc2ccccc2)c1. RXN SMILES: [ClH:14].[N:15]([O-:16])=[O:17].[NH2:1][c:2]1[cH:3][c:4]([N:9]([C:10]([CH3:11])=[O:12])[CH3:13])[cH:5][c:6]([Br:8])[cH:7]1.[Na+:18].[Na:19].[OH2:27].[c:20]1([SH:26])[cH:21][cH:22][cH:23][cH:24][cH:25]1>>[c:2]1([S:26][c:20]2[cH:21][cH:22][cH:23][cH:24][cH:25]2)[cH:3][c:4]([N:9]([C:10]([CH3:11])=[O:12])[CH3:13])[cH:5][c:6]([Br:8])[cH:7]1. The reactants are COc1cc(C=O)c(Br)c(OC)c1, C1COCCN1, C1CCOC1, CCCCCC, [Li]CCCC, Cl, O=[N+]([O-])c1ccccc1O. The product is COc1cc(C=O)c(O)c(OC)c1. As a reaction SMILES: [Br:18][c:19]1[c:20]([CH:21]=[O:22])[cH:23][c:24]([O:29][CH3:30])[cH:25][c:26]1[O:27][CH3:28].[CH2:1]1[NH:2][CH2:4][CH2:5][O:3][CH2:6]1.[CH2:42]1[O:43][CH2:44][CH2:45][CH2:46]1.[CH3:12][CH2:13][CH2:14][CH2:15][CH2:16][CH3:17].[CH3:7][CH2:8][CH2:9][CH2:10][Li:11].[ClH:41].[N+:31]([c:32]1[cH:33][cH:34][cH:35][cH:36][c:37]1[OH:38])([O-:39])=[O:40]>>[OH:3][c:19]1[c:20]([CH:21]=[O:22])[cH:23][c:24]([O:29][CH3:30])[cH:25][c:26]1[O:27][CH3:28]. Starting materials: NCCc1ccccc1, CCO, CCOC(=O)c1ccccn1. Yields the product O=C(NCCc1ccccc1)c1ccccn1. As a reaction SMILES: [CH2:12]([CH2:13][c:14]1[cH:15][cH:16][cH:17][cH:18][cH:19]1)[NH2:20].[CH3:21][CH2:22][OH:23].[n:1]1[c:2]([C:7]([O:9][CH2:8][CH3:10])=[O:11])[cH:3][cH:4][cH:5][cH:6]1>>[n:1]1[c:2]([C:7](=[O:9])[NH:20][CH2:12][CH2:13][c:14]2[cH:15][cH:16][cH:17][cH:18][cH:19]2)[cH:3][cH:4][cH:5][cH:6]1. Isolated yield 83.1%. Reagents/catalysts: [Pt](=O)=O (platinum(IV) oxide). Yields the product C1NCCC2=C(C=CC=C12)C1=C(C=C(C=C1)C(F)(F)F)C1=CCN(CC1)C(=O)OC(C)(C)C (tert-butyl 4-(2-(1,2,3,4-tetrahydroisoquinolin-5-yl)-5-(trifluoromethyl)phenyl)-5,6-dihydropyridine-1(2H)-carboxylate). The reactants are C1=NC=CC2=C(C=CC=C12)C1=C(C=C(C=C1)C(F)(F)F)C1=CCN(CC1)C(=O)OC(C)(C)C (tert-butyl 4-(2-(isoquinolin-5-yl)-5-(trifluoromethyl)phenyl)-5,6-dihydropyridine-1(2H)-carboxylate), C(C)(=O)O (acetic acid). RXN SMILES: [CH:1]1[C:10]2[C:5](=[C:6]([C:11]3[CH:16]=[CH:15][C:14]([C:17]([F:20])([F:19])[F:18])=[CH:13][C:12]=3[C:21]3[CH2:26][CH2:25][N:24]([C:27]([O:29][C:30]([CH3:33])([CH3:32])[CH3:31])=[O:28])[CH2:23][CH:22]=3)[CH:7]=[CH:8][CH:9]=2)[CH:4]=[CH:3][N:2]=1.C(O)(=O)C>CO.[Pt](=O)=O>[CH2:1]1[C:10]2[C:5](=[C:6]([C:11]3[CH:16]=[CH:15][C:14]([C:17]([F:20])([F:18])[F:19])=[CH:13][C:12]=3[C:21]3[CH2:26][CH2:25][N:24]([C:27]([O:29][C:30]([CH3:33])([CH3:32])[CH3:31])=[O:28])[CH2:23][CH:22]=3)[CH:7]=[CH:8][CH:9]=2)[CH2:4][CH2:3][NH:2]1. Reported procedure: A solution of tert-butyl 4-(2-(isoquinolin-5-yl)-5-(trifluoromethyl)phenyl)-5,6-dihydropyridine-1(2H)-carboxylate (9.80 g, 21.56 mmol) in 50 mL MeOH was treated with acetic acid (1.234 ml, 21.56 mmol) and platinum(IV) oxide (0.979 g, 4.31 mmol) and was placed under 45 psi (4459.6 kpa) H2 overnight. LC/MS showed exclusively product, so the reaction mixture was filtered through a plug of diatomaceous earth and concentrated. The resulting residue was taken up in DCM and was washed with saturated Na... Solvent: CO (MeOH).